describe an organic reaction: reactants, conditions, products, and yield From a dataset of the Open Reaction Database (ORD), a public repository of structured organic reaction records. Starting materials: CC1(C=2C=CC(=CC2C(CC1)(C)C)/C(=C/C1=CC=C(C(=O)O)C=C1)/C)C (p-[(E)-2-(5,6,7,8-tetrahydro-5,5,8,8-tetramethyl-2-naphthyl)propenyl]-benzoic acid), C(CO)O (ethyleneglycol). Yields the product CC1(C=2C=CC(=CC2C(CC1)(C)C)/C(=C/C1=CC=C(C(=O)OCCO)C=C1)/C)C (2-hydroxyethyl p-[(E)-2-(5,6,7,8-tetrahydro-5,5,8,8-tetramethyl-2-naphthyl)propenyl]-benzoate). RXN SMILES: [CH3:1][C:2]1([CH3:26])[CH2:11][CH2:10][C:9]([CH3:13])([CH3:12])[C:8]2[CH:7]=[C:6](/[C:14](/[CH3:25])=[CH:15]/[C:16]3[CH:24]=[CH:23][C:19]([C:20]([OH:22])=[O:21])=[CH:18][CH:17]=3)[CH:5]=[CH:4][C:3]1=2.[CH2:27](O)[CH2:28][OH:29]>>[CH3:1][C:2]1([CH3:26])[CH2:11][CH2:10][C:9]([CH3:12])([CH3:13])[C:8]2[CH:7]=[C:6](/[C:14](/[CH3:25])=[CH:15]/[C:16]3[CH:24]=[CH:23][C:19]([C:20]([O:22][CH2:27][CH2:28][OH:29])=[O:21])=[CH:18][CH:17]=3)[CH:5]=[CH:4][C:3]1=2. Procedure details: In a manner analogous to that described in Example 11, from p-[(E)-2-(5,6,7,8-tetrahydro-5,5,8,8-tetramethyl-2-naphthyl)propenyl]-benzoic acid and ethyleneglycol there can be obtained 2-hydroxyethyl p-[(E)-2-(5,6,7,8-tetrahydro-5,5,8,8-tetramethyl-2-naphthyl)propenyl]-benzoate of melting point 138°-139° C.